Dataset: the Open Reaction Database (ORD), a public repository of structured organic reaction records. Task: describe an organic reaction: reactants, conditions, products, and yield As a reaction SMILES: [C:29]([CH3:30])([CH3:31])([CH3:32])[Si:33]([c:34]1[cH:35][cH:36][cH:37][cH:38][cH:39]1)([c:40]1[cH:41][cH:42][cH:43][cH:44][cH:45]1)[Cl:46].[CH3:47][CH2:48][O:49][C:50]([CH3:51])=[O:52].[F:1][C:2]([C:3](=[O:4])[NH:5][CH:6]1[CH2:7][CH2:8][CH:9]([OH:16])[c:10]2[cH:11][cH:12][cH:13][cH:14][c:15]21)([F:17])[F:18].[O:24]=[CH:25][N:26]([CH3:27])[CH3:28].[nH:19]1[cH:20][cH:21][n:22][cH:23]1>>[F:1][C:2]([C:3](=[O:4])[NH:5][CH:6]1[CH2:7][CH2:8][CH:9]([O:16][Si:33]([C:29]([CH3:30])([CH3:31])[CH3:32])([c:34]2[cH:35][cH:36][cH:37][cH:38][cH:39]2)[c:40]2[cH:41][cH:42][cH:43][cH:44][cH:45]2)[c:10]2[cH:11][cH:12][cH:13][cH:14][c:15]21)([F:17])[F:18]. Product: CC(C)(C)[Si](OC1CCC(NC(=O)C(F)(F)F)c2ccccc21)(c1ccccc1)c1ccccc1. Starting materials: CC(C)(C)[Si](Cl)(c1ccccc1)c1ccccc1, CCOC(C)=O, O=C(NC1CCC(O)c2ccccc21)C(F)(F)F, CN(C)C=O, c1c[nH]cn1. The reactants are C(C)(C)N(CC)C(C)C (diisopropylethylamine), FC(C1=CC(=NN1)C1=CC=C(C=C1)[C@@H]1CC[C@H](CC1)CC(=O)O)(F)F (Trans (4-{4-[5-(trifluoromethyl)-1H-pyrazol-3-yl]phenyl}cyclohexyl)acetic acid), NC(C(=O)OC(C)(C)C)(C)C (tert-butyl 2-amino-2-methylpropanoate), O-(7-azabenzotriazol-1-yl)-N,N,N′N′-tetramethyluronium hexafluorophosphate. Solvent: CN(C=O)C (N,N-dimethylformamide). Run at time 4 hour. The product is CC(NC(C[C@@H]1CC[C@H](CC1)C1=CC=C(C=C1)C1=CC(=NN1)C(F)(F)F)=O)(C)C(=O)OC(C)(C)C (Trans tert-butyl 2-methyl-N-[(4-{4-[3-(trifluoromethyl)-1H-pyrazol-5-yl]phenyl}cyclohexyl)acetyl]alaninate). As a reaction SMILES: [F:1][C:2]([F:25])([F:24])[C:3]1[NH:7][N:6]=[C:5]([C:8]2[CH:13]=[CH:12][C:11]([C@H:14]3[CH2:19][CH2:18][C@H:17]([CH2:20][C:21]([OH:23])=O)[CH2:16][CH2:15]3)=[CH:10][CH:9]=2)[CH:4]=1.[NH2:26][C:27]([CH3:36])([CH3:35])[C:28]([O:30][C:31]([CH3:34])([CH3:33])[CH3:32])=[O:29].C(N(C(C)C)CC)(C)C>CN(C)C=O>[CH3:36][C:27]([C:28]([O:30][C:31]([CH3:34])([CH3:33])[CH3:32])=[O:29])([CH3:35])[NH:26][C:21](=[O:23])[CH2:20][C@H:17]1[CH2:18][CH2:19][C@H:14]([C:11]2[CH:10]=[CH:9][C:8]([C:5]3[NH:6][N:7]=[C:3]([C:2]([F:25])([F:1])[F:24])[CH:4]=3)=[CH:13][CH:12]=2)[CH2:15][CH2:16]1. Procedure details: To a 20 mL scintillation vial was added the product from Example 28 (30 mg, 0.085 mmol), tert-butyl 2-amino-2-methylpropanoate (15.0 mg, 0.088 mmol), and N,N-dimethylformamide (0.85 mL) followed by O-(7-azabenzotriazol-1-yl)-N,N,N′N′-tetramethyluronium hexafluorophosphate (39.0 mg, 0.102 mmol) and diisopropylethylamine (30 μL, 0.176 mmol). Following 4 hours of stirring, the solvent was evaporated and the residue purified over RP-HPLC to afford the title product. 1H NMR (500 MHz, DMSO-d6) δ ppm 1... The reactants are ClC1=CC(=C(OCC(=O)N2[C@@H](CN([C@H](C2)C)CC2=CC=C(C=C2)F)C)C=C1)CCl (2-(4-chloro-2-chloromethyl-phenoxy)-1-[4-(4-fluoro-benzyl)-(2R,5S)-2,5-dimethyl-piperazin-1-yl]-ethanone), C([O-])([O-])=O.[K+].[K+] (potassium carbonate), C(CS)(=O)OC (methyl thioglycolate). Reagents/catalysts: [I-].C(CCC)[N+](CCCC)(CCCC)CCCC (tetrabutylammonium iodide). Solvent: CN(C=O)C (dimethyl formamide), C(C)(=O)OCC (ethyl acetate). Conditions: temperature 50 celsius, time 19 hour. The product is COC(CSCC1=C(C=CC(=C1)Cl)OCC(=O)N1[C@@H](CN([C@H](C1)C)CC1=CC=C(C=C1)F)C)=O ((5-Chloro-2-{2-[4-(4-fluoro-benzyl)-(2R,5S)-2,5-dimethyl-piperazin-1-yl]-2-oxo-ethoxy}-benzylsulfanyl)-acetic acid methyl ester). Reaction SMILES: [Cl:1][C:2]1[CH:27]=[CH:26][C:5]([O:6][CH2:7][C:8]([N:10]2[CH2:15][C@H:14]([CH3:16])[N:13]([CH2:17][C:18]3[CH:23]=[CH:22][C:21]([F:24])=[CH:20][CH:19]=3)[CH2:12][C@H:11]2[CH3:25])=[O:9])=[C:4]([CH2:28]Cl)[CH:3]=1.C(=O)([O-])[O-].[K+].[K+].[C:36]([O:40][CH3:41])(=[O:39])[CH2:37][SH:38]>CN(C)C=O.[I-].C([N+](CCCC)(CCCC)CCCC)CCC.C(OCC)(=O)C>[CH3:41][O:40][C:36](=[O:39])[CH2:37][S:38][CH2:28][C:4]1[CH:3]=[C:2]([Cl:1])[CH:27]=[CH:26][C:5]=1[O:6][CH2:7][C:8]([N:10]1[CH2:15][C@H:14]([CH3:16])[N:13]([CH2:17][C:18]2[CH:19]=[CH:20][C:21]([F:24])=[CH:22][CH:23]=2)[CH2:12][C@H:11]1[CH3:25])=[O:9] |f:1.2.3,6.7|. Reported procedure: To 2-(4-chloro-2-chloromethyl-phenoxy)-1-[4-(4-fluoro-benzyl)-(2R,5S)-2,5-dimethyl-piperazin-1-yl]-ethanone (0.10 g, 0.23 mmol) in dimethyl formamide (2 ml) was added potassium carbonate (0.070 g, 0.51 mmol), tetrabutylammonium iodide (0.088 mg, 0.24 mmol) and finally methyl thioglycolate (0.02 ml, 0.25 mmol). The reaction was stirred at 50° C. for 19 hours. The reaction was diluted with ethyl acetate and washed with pH 7 phosphate buffer (0.05 M) and aqueous saturated sodium chloride. The organ... Reactants: C(C1=CC=CC=C1)N(CCO)CC(CCl)O (3-benzyl-6-chloro-3-azahexane-1,5-diol), S(O)(O)(=O)=O (sulfuric acid), ice water. Run in [OH-].[Na+] (sodium hydroxide). Conditions: temperature 150 celsius, time 25 minute. Yields the product C(C1=CC=CC=C1)N1CC(OCC1)CCl (4-benzyl-2-chloromethylmorpholine). Yield: 70.6%. As a reaction SMILES: [CH2:1]([N:8]([CH2:12][CH:13]([OH:16])[CH2:14][Cl:15])[CH2:9][CH2:10]O)[C:2]1[CH:7]=[CH:6][CH:5]=[CH:4][CH:3]=1.S(=O)(=O)(O)O>[OH-].[Na+]>[CH2:1]([N:8]1[CH2:9][CH2:10][O:16][CH:13]([CH2:14][Cl:15])[CH2:12]1)[C:2]1[CH:3]=[CH:4][CH:5]=[CH:6][CH:7]=1 |f:2.3|. Procedure details: To 3-benzyl-6-chloro-3-azahexane-1,5-diol (164 g) was added dropwise under ice-cooling over 30 minutes conc. sulfuric acid (205 ml, 1.99 mol) in the absence of a solvent and allowed to rise to room temperature and stirred for 25 minutes. The reaction mixture was heated at 150° C. for 45 minutes. After cooling, ice-water (1000 ml) was added to the reaction mixture under ice-cooling and then 50% aqueous sodium hydroxide (1000 ml) was added dropwise over one hour. After insolubles were filtered off...